This data is from the Open Reaction Database (ORD), a public repository of structured organic reaction records. The task is: describe an organic reaction: reactants, conditions, products, and yield The reactants are O=C([O-])[O-], CN(C)C=O, CC1OC1(Cn1cncn1)c1ccc(F)cc1F, [K+], [K+], O=[N+]([O-])c1cn[nH]c1. Yields the product CC(n1cc([N+](=O)[O-])cn1)C(O)(Cn1cncn1)c1ccc(F)cc1F. Reaction SMILES: [C:27](=[O:28])([O-:29])[O-:30].[CH3:33][N:34]([CH3:35])[CH:36]=[O:37].[F:9][c:10]1[c:11]([C:17]2([CH2:21][n:22]3[n:23][cH:24][n:25][cH:26]3)[O:18][CH:19]2[CH3:20])[cH:12][cH:13][c:14]([F:16])[cH:15]1.[K+:31].[K+:32].[N+:1](=[O:2])([O-:3])[c:4]1[cH:5][n:6][nH:7][cH:8]1>>[N+:1](=[O:2])([O-:3])[c:4]1[cH:5][n:6]([CH:19]([C:17]([c:11]2[c:10]([F:9])[cH:15][c:14]([F:16])[cH:13][cH:12]2)([OH:18])[CH2:21][n:22]2[n:23][cH:24][n:25][cH:26]2)[CH3:20])[n:7][cH:8]1. The reactants are C1(=CC=CC=C1)OC(NC1=NC(=NC(=N1)OC)OC)=O (phenyl-N-(4,6-dimethoxy-1,3,5-triazin-2-yl)carbamate), 1,8-diazabicyclo-(5,4,0)-7-undecene, ( 4 ), FC(=C(C(F)(F)F)F)C1=C(SC=C1)S(=O)(=O)N (3-(1,2,3,3,3-pentafluoropropen-1-yl)-2-thiophenesulfonamide), O (water), Cl (hydrochloric acid). Solvent: C(C)#N (acetonitrile). Conditions: time 2.5 hour. The product is COC1=NC(=NC(=N1)OC)NC(=O)NS(=O)(=O)C=1SC=CC1C(=C(C(F)(F)F)F)F (N-((4,6-dimethoxy-1,3,5-triazin-2-yl)aminocarbonyl)-3-(1,2,3,3,3-pentafluoropropen-1-yl)-2-thiophenesulfonamide). As a reaction SMILES: [F:1][C:2]([C:9]1[CH:13]=[CH:12][S:11][C:10]=1[S:14]([NH2:17])(=[O:16])=[O:15])=[C:3]([F:8])[C:4]([F:7])([F:6])[F:5].C1([O:24][C:25](=O)[NH:26][C:27]2[N:32]=[C:31]([O:33][CH3:34])[N:30]=[C:29]([O:35][CH3:36])[N:28]=2)C=CC=CC=1.O.Cl>C(#N)C>[CH3:34][O:33][C:31]1[N:30]=[C:29]([O:35][CH3:36])[N:28]=[C:27]([NH:26][C:25]([NH:17][S:14]([C:10]2[S:11][CH:12]=[CH:13][C:9]=2[C:2]([F:1])=[C:3]([F:8])[C:4]([F:7])([F:6])[F:5])(=[O:16])=[O:15])=[O:24])[N:32]=1. Procedure details: According to steps (1) to (4) in Preparation Examples 1, 3-(1,2,3,3,3-pentafluoropropen-1-yl)-2-thiophenesulfonamide was prepared. A portion (0.3 g) of this substance and 0.311 g of phenyl-N-(4,6-dimethoxy-1,3,5-triazin-2-yl)carbamate were dissolved in 4 ml of dry acetonitrile. To the solution, 0.175 g of 1,8-diazabicyclo-(5,4,0)-7-undecene was added dropwise, and the mixture was subjected to reaction under stirring for 2.5 hours at room temperature. After completion of the reaction, the resulti... Reactants: O=C([O-])C(O)C(O)C(=O)[O-], CN1CCC(CCCCOc2cccc(C#N)c2)CC1, CC(C)C[AlH]CC(C)C, Cc1ccccc1, CO, ClCCl, [K+], [Na+], [Na+], [OH-], O=S(=O)(O)O. The product is CN1CCC(CCCCOc2cccc(C=O)c2)CC1. As a reaction SMILES: [C:37]([CH:38]([CH:39]([C:40]([O-:41])=[O:42])[OH:43])[OH:44])([O-:45])=[O:46].[CH3:1][N:2]1[CH2:3][CH2:4][CH:5]([CH2:8][CH2:9][CH2:10][CH2:11][O:12][c:13]2[cH:14][c:15]([C:16]#[N:17])[cH:18][cH:19][cH:20]2)[CH2:6][CH2:7]1.[CH3:21][CH:22]([CH2:23][AlH:24][CH2:25][CH:26]([CH3:27])[CH3:28])[CH3:29].[CH3:49][c:50]1[cH:51][cH:52][cH:53][cH:54][cH:55]1.[CH3:59][OH:60].[Cl:56][CH2:57][Cl:58].[K+:47].[Na+:36].[Na+:48].[OH-:35].[S:30]([OH:31])(=[O:32])(=[O:33])[OH:34]>>[CH3:1][N:2]1[CH2:3][CH2:4][CH:5]([CH2:8][CH2:9][CH2:10][CH2:11][O:12][c:13]2[cH:14][c:15]([CH:16]=[O:31])[cH:18][cH:19][cH:20]2)[CH2:6][CH2:7]1. Starting materials: O (Water), TEA, FC(CS(=O)(=O)Cl)(F)F (2,2,2-trifluoroethylsulfonyl chloride), O1C=NC(=C1)CN1N=C(C=C1OC1=CC=C(C=C1)C(F)(F)F)C=1C=C(C=CC1)C1(COC1)N (3-{3-[1-(1,3-oxazol-4-ylmethyl)-5-(4-trifluoromethylphenoxy)-1H-pyrazol-3-yl]phenyl}oxetan-3-amine). Solvent: C(Cl)Cl (CH2Cl2). Reaction conditions: time 30 minute. The product is FC(C1=CC=C(OC2=CC(=NN2CC=2N=COC2)C=2C=C(C=CC2)C2(COC2)NS(=O)(=O)CC(F)(F)F)C=C1)(F)F (N-(3-{3-[5-(4-trifluoromethylphenoxy)-1-(1,3-oxazol-4-ylmethyl)-1H-pyrazol-3-yl]phenyl}oxetan-3-yl)-2,2,2-trifluoroethanesulfonamide). Reaction SMILES: [O:1]1[CH:5]=[C:4]([CH2:6][N:7]2[C:11]([O:12][C:13]3[CH:18]=[CH:17][C:16]([C:19]([F:22])([F:21])[F:20])=[CH:15][CH:14]=3)=[CH:10][C:9]([C:23]3[CH:24]=[C:25]([C:29]4([NH2:33])[CH2:32][O:31][CH2:30]4)[CH:26]=[CH:27][CH:28]=3)=[N:8]2)[N:3]=[CH:2]1.[F:34][C:35]([F:42])([F:41])[CH2:36][S:37](Cl)(=[O:39])=[O:38].O>C(Cl)Cl>[F:22][C:19]([F:20])([F:21])[C:16]1[CH:17]=[CH:18][C:13]([O:12][C:11]2[N:7]([CH2:6][C:4]3[N:3]=[CH:2][O:1][CH:5]=3)[N:8]=[C:9]([C:23]3[CH:24]=[C:25]([C:29]4([NH:33][S:37]([CH2:36][C:35]([F:42])([F:41])[F:34])(=[O:39])=[O:38])[CH2:32][O:31][CH2:30]4)[CH:26]=[CH:27][CH:28]=3)[CH:10]=2)=[CH:14][CH:15]=1. Procedure details: A stirred solution of 3-{3-[1-(1,3-oxazol-4-ylmethyl)-5-(4-trifluoromethylphenoxy)-1H-pyrazol-3-yl]phenyl}oxetan-3-amine (35 mg, 0.077 mmol) in 1 mL of CH2Cl2 was cooled in an ice bath. To the solution was added TEA (21 uL, 0.15 mmol) and 2,2,2-trifluoroethylsulfonyl chloride (12 uL, 0.12 mmol) and the solution was stirred for 30 min. Water was added and the organic phase was washed with brine, died over Na2SO4, filtered, and the solvent was removed under reduced pressure. The residue was chroma... The reactants are C(C1=CC=CC=C1)OC(=O)NC1C=CCC2C(C3=CC=CC=C3C(C12)=O)=O (1-benzyloxycarbonylamino-1,4,4a,9a-tetrahydroanthraquinone). Reagents/catalysts: [Cu]Cl (copper(I) chloride). Solvent: N1=CC=CC=C1 (pyridine). Yields the product C(C1=CC=CC=C1)OC(=O)NC1=CC=CC=2C(C3=CC=CC=C3C(C12)=O)=O (1-benzyloxycarbonylaminoanthraquinone). The yield is 88.2%. Reaction SMILES: [CH2:1]([O:8][C:9]([NH:11][CH:12]1[CH:25]2[CH:16]([C:17](=[O:27])[C:18]3[C:23]([C:24]2=[O:26])=[CH:22][CH:21]=[CH:20][CH:19]=3)[CH2:15][CH:14]=[CH:13]1)=[O:10])[C:2]1[CH:7]=[CH:6][CH:5]=[CH:4][CH:3]=1>[Cu]Cl.N1C=CC=CC=1>[CH2:1]([O:8][C:9]([NH:11][C:12]1[C:25]2[C:24](=[O:26])[C:23]3[C:18](=[CH:19][CH:20]=[CH:21][CH:22]=3)[C:17](=[O:27])[C:16]=2[CH:15]=[CH:14][CH:13]=1)=[O:10])[C:2]1[CH:7]=[CH:6][CH:5]=[CH:4][CH:3]=1. Procedure details: 0.47 g of 1-benzyloxycarbonylamino-1,4,4a,9a-tetrahydroanthraquinone, 6 mg of copper(I) chloride and 10 ml of pyridine were stirred at 25° C. for 30 hours under a gentle stream of air and the solution was then concentrated in vacuo. The residue was taken up in chloroform, the solution was extracted with 2N hydrochloric acid and the organic phase was concentrated in vacuo. 0.41 g of 1-benzyloxycarbonylaminoanthraquinone (86% pure; 76% of theory) was obtained. Reactants: O=C1CCC(=O)N1Br, CC(=O)[O-], CC(=O)[O-], NCC1OC(n2ccc(=O)[nH]c2=O)CC1O, [Na+]. Yields the product NCC1OC(n2cc(Br)c(=O)[nH]c2=O)CC1O. As a reaction SMILES: [Br:21][N:22]1[C:23](=[O:24])[CH2:25][CH2:26][C:27]1=[O:28].[CH3:17][C:18](=[O:19])[O-:20].[CH3:30][C:31](=[O:32])[O-:33].[NH2:1][CH2:2][CH:3]1[CH:4]([OH:16])[CH2:5][CH:6]([n:8]2[c:9](=[O:10])[nH:11][c:12](=[O:13])[cH:14][cH:15]2)[O:7]1.[Na+:29]>>[NH2:1][CH2:2][CH:3]1[CH:4]([OH:16])[CH2:5][CH:6]([n:8]2[c:9](=[O:10])[nH:11][c:12](=[O:13])[c:14]([Br:21])[cH:15]2)[O:7]1. The reactants are CC(=O)Nc1sc(Br)cc1C(=O)c1ccccc1, O=C([O-])[O-], Cc1ccccc1, CCO, [Na+], [Na+], [Pd], c1ccc(P(c2ccccc2)c2ccccc2)cc1, OB(O)c1ccccc1, c1ccc(P(c2ccccc2)c2ccccc2)cc1, c1ccc(P(c2ccccc2)c2ccccc2)cc1, c1ccc(P(c2ccccc2)c2ccccc2)cc1. The product is CC(=O)Nc1sc(-c2ccccc2)cc1C(=O)c1ccccc1. RXN SMILES: [C:1]([CH3:2])(=[O:3])[NH:4][c:5]1[s:6][c:7]([Br:18])[cH:8][c:9]1[C:10]([c:11]1[cH:12][cH:13][cH:14][cH:15][cH:16]1)=[O:17].[C:28](=[O:29])([O-:30])[O-:31].[CH3:34][c:35]1[cH:36][cH:37][cH:38][cH:39][cH:40]1.[CH3:41][CH2:42][OH:43].[Na+:32].[Na+:33].[Pd:44].[c:102]1([P:103]([c:104]2[cH:105][cH:106][cH:107][cH:108][cH:109]2)[c:110]2[cH:111][cH:112][cH:113][cH:114][cH:115]2)[cH:116][cH:117][cH:118][cH:119][cH:120]1.[c:19]1([B:25]([OH:26])[OH:27])[cH:20][cH:21][cH:22][cH:23][cH:24]1.[c:45]1([P:46]([c:47]2[cH:48][cH:49][cH:50][cH:51][cH:52]2)[c:53]2[cH:54][cH:55][cH:56][cH:57][cH:58]2)[cH:59][cH:60][cH:61][cH:62][cH:63]1.[c:64]1([P:65]([c:66]2[cH:67][cH:68][cH:69][cH:70][cH:71]2)[c:72]2[cH:73][cH:74][cH:75][cH:76][cH:77]2)[cH:78][cH:79][cH:80][cH:81][cH:82]1.[c:83]1([P:84]([c:85]2[cH:86][cH:87][cH:88][cH:89][cH:90]2)[c:91]2[cH:92][cH:93][cH:94][cH:95][cH:96]2)[cH:97][cH:98][cH:99][cH:100][cH:101]1>>[C:1]([CH3:2])(=[O:3])[NH:4][c:5]1[s:6][c:7](-[c:19]2[cH:20][cH:21][cH:22][cH:23][cH:24]2)[cH:8][c:9]1[C:10]([c:11]1[cH:12][cH:13][cH:14][cH:15][cH:16]1)=[O:17]. The reactants are NN1C(NS(C2=C1C=CC(=C2)Cl)(C2=CC=CC=C2)=O)=N (4-amino-7-chloro-3,4-dihydro-3-imino-1-phenyl-1,2,4-benzothiadiazine-1-oxide), [H-].[Na+] (sodium hydride), ClC(=O)OCC (ethyl chloroformate). Run in O1CCCC1 (tetrahydrofurane), O1CCCC1 (tetrahydrofuran). Run at time 3 hour. The product is ClC1=CC2=C(N3C(=NS2(C2=CC=CC=C2)=O)N=C(N3)O)C=C1 ((±)-7-Chloro-2-hydroxy-5-phenyl-[1,2,4]triazolo[5,1-c][1,2,4]benzothiadiazine-5-oxide). RXN SMILES: [NH2:1][N:2]1[C:7]2[CH:8]=[CH:9][C:10]([Cl:12])=[CH:11][C:6]=2[SH:5](=[O:19])([C:13]2[CH:18]=[CH:17][CH:16]=[CH:15][CH:14]=2)[NH:4][C:3]1=[NH:20].[H-].[Na+].Cl[C:24](OCC)=[O:25]>O1CCCC1>[Cl:12][C:10]1[CH:9]=[CH:8][C:7]2[N:2]3[NH:1][C:24]([OH:25])=[N:20][C:3]3=[N:4][SH:5](=[O:19])([C:13]3[CH:18]=[CH:17][CH:16]=[CH:15][CH:14]=3)[C:6]=2[CH:11]=1 |f:1.2|. Procedure details: To a solution of 7.0 g of 4-amino-7-chloro-3,4-dihydro-3-imino-1-phenyl-1,2,4-benzothiadiazine-1-oxide, prepared according to Example 6, in 250 ml tetrahydrofurane are added 0.68 g of sodium hydride (80%) in portions. After stirring for 30 minutes at room temperature 2.4 ml ethyl chloroformate, dissolved in 10 ml tetrahydrofuran, are added dropwise. The mixture is stirred at room temperature for three hours, then separated from the precipitated sodium chloride and concentrated. The residue is di...